This data is from the Open Reaction Database (ORD), a public repository of structured organic reaction records. The task is: describe an organic reaction: reactants, conditions, products, and yield Starting materials: CI (methyl iodide), N1C=NC=C1 (imidazole), [H-].[Na+] (sodium hydride), C(C1=CC=CC=C1)(C1=CC=CC=C1)(C1=CC=CC=C1)N[C@H](CO)C(=O)O (N-trityl-D-serine). Solvent: C(C)(=O)O (Acetic acid), O1CCCC1 (tetrahydrofuran), O (water). Run at time 15 minute. Product: COC[C@@H](NC(C1=CC=CC=C1)(C1=CC=CC=C1)C1=CC=CC=C1)C(=O)O (O-Methyl-N-Trityl-D-Serine). RXN SMILES: N1C=CN=[CH:2]1.[H-].[Na+].[C:8]([NH:27][C@@H:28]([C:31]([OH:33])=[O:32])[CH2:29][OH:30])([C:21]1[CH:26]=[CH:25][CH:24]=[CH:23][CH:22]=1)([C:15]1[CH:20]=[CH:19][CH:18]=[CH:17][CH:16]=1)[C:9]1[CH:14]=[CH:13][CH:12]=[CH:11][CH:10]=1.CI>C(O)(=O)C.O.O1CCCC1>[CH3:2][O:30][CH2:29][C@H:28]([C:31]([OH:33])=[O:32])[NH:27][C:8]([C:15]1[CH:20]=[CH:19][CH:18]=[CH:17][CH:16]=1)([C:21]1[CH:22]=[CH:23][CH:24]=[CH:25][CH:26]=1)[C:9]1[CH:10]=[CH:11][CH:12]=[CH:13][CH:14]=1 |f:1.2|. Reported procedure: To the stirred and cooled (at −15° C. to −10° C.) suspension of tetrahydrofuran (250 ml), imidazole (1.95 g) and sodium hydride (12.66 g), solid N-trityl-D-serine (50 g) was added in lots at an interval of 10 minutes. It was stirred for 45 minutes at −15° C. to −10° C. and then methyl iodide (40.85 g) was added to it at the same temperature (mild exothermic reaction was observed). The temperature of the reaction mass was raised to −5° C. to 0° C. and then it was stirred for 3 hours at the same t... Procedure: The title compound (D181) (75 mg) was prepared according to the experimental procedure described in Description 144 starting from 5-(trifluoromethyl)-2-(3-((6-(trifluoromethyl)pyridin-2-yl)oxy)azetidin-1-yl)nicotinic acid (D130) (77 mg, 0.189 mmol) and methyl 4-(1-aminocyclopropyl)benzoate hydrochloride (D7) (43.04 mg, 0.189 mmol). Isolated yield 68.4%. As a reaction SMILES: [F:1][C:2]([F:28])([F:27])[C:3]1[CH:4]=[N:5][C:6]([N:12]2[CH2:15][CH:14]([O:16][C:17]3[CH:22]=[CH:21][CH:20]=[C:19]([C:23]([F:26])([F:25])[F:24])[N:18]=3)[CH2:13]2)=[C:7]([CH:11]=1)[C:8](O)=[O:9].Cl.[NH2:30][C:31]1([C:34]2[CH:43]=[CH:42][C:37]([C:38]([O:40][CH3:41])=[O:39])=[CH:36][CH:35]=2)[CH2:33][CH2:32]1>>[F:28][C:2]([F:1])([F:27])[C:3]1[CH:4]=[N:5][C:6]([N:12]2[CH2:15][CH:14]([O:16][C:17]3[CH:22]=[CH:21][CH:20]=[C:19]([C:23]([F:24])([F:25])[F:26])[N:18]=3)[CH2:13]2)=[C:7]([CH:11]=1)[C:8]([NH:30][C:31]1([C:34]2[CH:43]=[CH:42][C:37]([C:38]([O:40][CH3:41])=[O:39])=[CH:36][CH:35]=2)[CH2:33][CH2:32]1)=[O:9] |f:1.2|. The product is FC(C=1C=NC(=C(C(=O)NC2(CC2)C2=CC=C(C(=O)OC)C=C2)C1)N1CC(C1)OC1=NC(=CC=C1)C(F)(F)F)(F)F (methyl 4-(1-(5-(trifluoromethyl)-2-(3-((6-(trifluoromethyl) pyridin-2-yl)oxy)azetidin-1-yl)nicotinamido)cyclopropyl)benzoate). Starting materials: FC(C=1C=NC(=C(C(=O)O)C1)N1CC(C1)OC1=NC(=CC=C1)C(F)(F)F)(F)F (5-(trifluoromethyl)-2-(3-((6-(trifluoromethyl)pyridin-2-yl)oxy)azetidin-1-yl)nicotinic acid), Cl.NC1(CC1)C1=CC=C(C(=O)OC)C=C1 (methyl 4-(1-aminocyclopropyl)benzoate hydrochloride). Reactants: [Na] (sodium), C1=CC=CC2=CC=CC=C12 (naphthalene), O1CCCC1 (tetrahydrofuran). The product is [Na].C1=CC=CC2=CC=CC=C12.O1CCCC1 (sodium naphthalene tetrahydrofuran). Reaction SMILES: [Na:1].[CH:2]1[C:11]2[C:6](=[CH:7][CH:8]=[CH:9][CH:10]=2)[CH:5]=[CH:4][CH:3]=1.[O:12]1[CH2:16][CH2:15][CH2:14][CH2:13]1>>[Na:1].[CH:10]1[C:11]2[C:6](=[CH:5][CH:4]=[CH:3][CH:2]=2)[CH:7]=[CH:8][CH:9]=1.[O:12]1[CH2:16][CH2:15][CH2:14][CH2:13]1 |f:3.4.5,^1:0,16|. Procedure details: A complex reducing agent was prepared by reacting sodium (0.034 g/4.86 mmol) and naphthalene (0.622/4.86 mmol) in 70 ml of tetrahydrofuran under Ar flow in a 250 ml 1-neck round flask for 10 hours. Reactants: Cc1cc2ncc3nc(-c4ccccc4)c(O)nc3n2n1, ClC(Cl)Cl, CN(C)C=O, O=S(Cl)Cl. Product: Cc1cc2ncc3nc(-c4ccccc4)c(Cl)nc3n2n1. Reaction SMILES: [CH3:1][c:2]1[cH:3][c:4]2[n:5]([c:6]3[n:7][c:8]([OH:20])[c:9](-[c:14]4[cH:15][cH:16][cH:17][cH:18][cH:19]4)[n:10][c:11]3[cH:12][n:13]2)[n:21]1.[Cl:31][CH:32]([Cl:33])[Cl:34].[O:22]=[CH:23][N:24]([CH3:25])[CH3:26].[S:27]([Cl:28])([Cl:29])=[O:30]>>[CH3:1][c:2]1[cH:3][c:4]2[n:5]([c:6]3[n:7][c:8]([Cl:29])[c:9](-[c:14]4[cH:15][cH:16][cH:17][cH:18][cH:19]4)[n:10][c:11]3[cH:12][n:13]2)[n:21]1. Solvent: C1CCOC1 (THF), C1CCOC1 (THF). Conditions: time 19 hour. The product is ClC=1C=C2C(=NC1C=1SC3=C(C(=NC=C3)C3CC3)N1)N=C(N2)O[C@@H]2CO[C@H]1[C@@H]2OC[C@H]1O ((3R,3aR,6R,6aR)-6-((6-chloro-5-(4-cyclopropylthiazolo[4,5-c]pyridin-2-yl)-1H-imidazo[4,5-b]pyridin-2-yl)oxy)hexahydrofuro[3,2-b]furan-3-ol). As a reaction SMILES: [Si]([O:8][C@H:9]1[CH:13]2[O:14][CH2:15][C@@H:16]([O:17][C:18]3[NH:19][C:20]4[C:21]([N:39]=3)=[N:22][C:23]([C:27]3[S:28][C:29]5[CH:34]=[CH:33][N:32]=[C:31]([CH:35]6[CH2:37][CH2:36]6)[C:30]=5[N:38]=3)=[C:24]([Cl:26])[CH:25]=4)[CH:12]2[O:11][CH2:10]1)(C(C)(C)C)(C)C.CCCC[N+](CCCC)(CCCC)CCCC.[F-]>C1COCC1>[Cl:26][C:24]1[CH:25]=[C:20]2[NH:19][C:18]([O:17][C@H:16]3[C@H:12]4[O:11][CH2:10][C@@H:9]([OH:8])[C@H:13]4[O:14][CH2:15]3)=[N:39][C:21]2=[N:22][C:23]=1[C:27]1[S:28][C:29]2[CH:34]=[CH:33][N:32]=[C:31]([CH:35]3[CH2:37][CH2:36]3)[C:30]=2[N:38]=1 |f:1.2|. The reactants are [Si](C)(C)(C(C)(C)C)O[C@@H]1COC2C1OC[C@H]2OC=2NC=1C(=NC(=C(C1)Cl)C=1SC3=C(C(=NC=C3)C3CC3)N1)N2 (2-(2-(((3R,6R)-6-((tert-butyldimethylsilyl)-oxy)hexahydrofuro[3,2-b]furan-3-yl)oxy)-6-chloro-1H-imidazo[4,5-b]pyridin-5-yl)-4-cyclopropyl-thiazolo[4,5-c]pyridine), CCCC[N+](CCCC)(CCCC)CCCC.[F-] (TBAF). Reported procedure: To a solution of 2-(2-(((3R,6R)-6-((tert-butyldimethylsilyl)-oxy)hexahydrofuro[3,2-b]furan-3-yl)oxy)-6-chloro-1H-imidazo[4,5-b]pyridin-5-yl)-4-cyclopropyl-thiazolo[4,5-c]pyridine (20.0 mg, 0.034 mmol) dissolved in anhydrous THF (0.3 mL) was added 1M TBAF in THF (0.07 mL, 0.070 mmol) and stirred at RT for 19 h. The reaction solution evaporated down under reduced pressure. Flash chromatography of the resulting residue utilizing a 4 g silica RediSep Rf® Gold column and employing a 0-15% MeOH/DCM gr... Solvent: CO (methanol), CO (methanol). Reported procedure: 1H-Pyrazole-3-carboxylic acid (560 mg, 5 mmol) was dissolved in methanol (62 ml) and (S)-tert-butyl 2-(4-aminophenyl)morpholine-4-carboxylate (1.39 g, 5 mmol) was added. The solution was cooled to 0° C. and 4-(4,6-dimethoxy-1,3,5-triazin-2-yl)-4-methylmorpholinium chloride (1.8 g, 6.5 mmol) dissolved in 5 ml methanol was added drop-wise to the reaction mixture in 1 hour. The reaction mixture was stirred at 0° C. for two hours then overnight at room temperature. The solvent was evaporated, the re... Reaction SMILES: [NH:1]1[CH:5]=[CH:4][C:3]([C:6]([OH:8])=O)=[N:2]1.[NH2:9][C:10]1[CH:15]=[CH:14][C:13]([C@@H:16]2[O:21][CH2:20][CH2:19][N:18]([C:22]([O:24][C:25]([CH3:28])([CH3:27])[CH3:26])=[O:23])[CH2:17]2)=[CH:12][CH:11]=1.[Cl-].COC1N=C(OC)N=C([N+]2(C)CCOCC2)N=1>CO>[NH:1]1[CH:5]=[CH:4][C:3]([C:6]([NH:9][C:10]2[CH:15]=[CH:14][C:13]([C@@H:16]3[O:21][CH2:20][CH2:19][N:18]([C:22]([O:24][C:25]([CH3:28])([CH3:27])[CH3:26])=[O:23])[CH2:17]3)=[CH:12][CH:11]=2)=[O:8])=[N:2]1 |f:2.3|. Yields the product N1N=C(C=C1)C(=O)NC1=CC=C(C=C1)[C@H]1CN(CCO1)C(=O)OC(C)(C)C ((S)-tert-Butyl 2-(4-(1H-pyrazole-3-carboxamido)phenyl)morpholine-4-carboxylate). Reaction conditions: temperature 0 celsius, time 2 hour. Reactants: NC1=CC=C(C=C1)[C@H]1CN(CCO1)C(=O)OC(C)(C)C ((S)-tert-butyl 2-(4-aminophenyl)morpholine-4-carboxylate), N1N=C(C=C1)C(=O)O (1H-Pyrazole-3-carboxylic acid), [Cl-].COC1=NC(=NC(=N1)OC)[N+]1(CCOCC1)C (4-(4,6-dimethoxy-1,3,5-triazin-2-yl)-4-methylmorpholinium chloride). The reactants are P12(=S)SP3(=S)SP(=S)(S1)SP(=S)(S2)S3 (Phosphorus pentasulphide), FC(C1=CC2=C(C(NC3=C(S2)C=CCC3)=O)C=C1)(F)F (3-trifluoromethyl-9,10-dihydrodibenzo [b,f][1,4]thiazepin-11-one), O (water). Run in N1=CC=CC=C1 (pyridine). Yields the product FC(C1=CC2=C(C(NC3=C(S2)C=CC=C3)=S)C=C1)(F)F (3-Trifluoromethyl-10,11-dihydrodibenzo[b,f][1,4]thiazepin-11-thione). Yield: 106.6%. Reaction SMILES: P12(SP3(SP(SP(S3)(S1)=S)(=S)S2)=S)=[S:2].[F:15][C:16]([F:34])([F:33])[C:17]1[CH:32]=[CH:31][C:20]2[C:21](=O)[NH:22][C:23]3[CH2:29][CH2:28][CH:27]=[CH:26][C:24]=3[S:25][C:19]=2[CH:18]=1.O>N1C=CC=CC=1>[F:15][C:16]([F:34])([F:33])[C:17]1[CH:32]=[CH:31][C:20]2[C:21](=[S:2])[NH:22][C:23]3[CH:29]=[CH:28][CH:27]=[CH:26][C:24]=3[S:25][C:19]=2[CH:18]=1. Procedure details: Phosphorus pentasulphide (2.25 g) was added to a solution of 3-trifluoromethyl-9,10-dihydrodibenzo [b,f][1,4]thiazepin-11-one (2 g, 6.8 mmol) in pyridine (30 ml) and the mixture heated under reflux for 6.5 hr. The mixture was allowed to cool and then poured into warm water (100 ml) with stirring. Filtration of the cooled mixture and recrystallisation from ethanol gave the title compound as yellow needles (1.68 g, m.p. 236°-239° C., Rf 0.58, hexane/EtOAc 2:1). The reactants are C(C)OC(CNC1=C(C=CC=C1)C#N)=O (N-(2-Cyanophenyl)glycine ethyl ester), CC(C)([O-])C.[K+] (potassium t-butoxide). The solvent is [Cl-].[NH4+] (ammonium chloride), C1CCOC1 (THF). Yields the product NC1=C(NC2=CC=CC=C12)C(=O)OCC (3-Amino-2-carboethoxyindole). As a reaction SMILES: [CH2:1]([O:3][C:4](=[O:15])[CH2:5][NH:6][C:7]1[CH:12]=[CH:11][CH:10]=[CH:9][C:8]=1[C:13]#[N:14])[CH3:2].CC(C)([O-])C.[K+]>C1COCC1.[Cl-].[NH4+]>[NH2:14][C:13]1[C:8]2[C:7](=[CH:12][CH:11]=[CH:10][CH:9]=2)[NH:6][C:5]=1[C:4]([O:3][CH2:1][CH3:2])=[O:15] |f:1.2,4.5|. Procedure details: To a solution of N-(2-Cyanophenyl)glycine ethyl ester (8.1 g) in THF (125 mL) was added potassium t-butoxide (4.5 g) in one portion with stirring. After 10 min at room temperature the mixture was diluted with saturated ammonium chloride solution and the product was extracted with ether. After drying over magnesium sulfate the solvent was removed in vacuo and the residue was recrystallized from 80% methanol to afford 3-Amino-2-carboethoxyindole as a tan solid. The reactants are C1(=CC=CC=C1)[C@H]1NC(OC1)=O ((R)-4-phenyl-2-oxazolidinone), [H-].[Na+] (NaH), C1CCOC1 (THF). Reagents/catalysts: [Br-].C(CCC)[N+](CCCC)(CCCC)CCCC (tetra n-butylammonium bromide). Conditions: time 30 minute. Product: C(CCC)[N+](CCCC)(CCCC)CCCC.C1(=CC=CC=C1)[C@H]1NC(OC1)=O ((R)-4-phenyl-2-oxazolidinone tetra n-butylammonium salt). RXN SMILES: [C:1]1([C@@H:7]2[CH2:11][O:10][C:9](=[O:12])[NH:8]2)[CH:6]=[CH:5][CH:4]=[CH:3][CH:2]=1.[H-].[Na+].[CH2:15]1[CH2:19]O[CH2:17][CH2:16]1>[Br-].C([N+](CCCC)(CCCC)CCCC)CCC>[CH2:17]([N+:8]([CH2:7][CH2:1][CH2:6][CH3:5])([CH2:9][CH2:4][CH2:5][CH3:6])[CH2:7][CH2:1][CH2:2][CH3:3])[CH2:16][CH2:15][CH3:19].[C:1]1([C@@H:7]2[CH2:11][O:10][C:9](=[O:12])[NH:8]2)[CH:2]=[CH:3][CH:4]=[CH:5][CH:6]=1 |f:1.2,4.5,6.7|. Procedure: To a stirred solution of (R)-4-phenyl-2-oxazolidinone (174 mg, 1.06 mmol) in THF (4 mL) at 0° C., add NaH (4.3 mg, 60% emulsion in oil, 0.106 mmol). Allow the temperature to rise to room temperature over 30 min., then add tetra n-butylammonium bromide (34 mg, 0.106 mmol) to the mixture and stir for another 30 min. to obtain (R)-4-phenyl-2-oxazolidinone tetra n-butylammonium salt.